This data is from the Open Reaction Database (ORD), a public repository of structured organic reaction records. The task is: describe an organic reaction: reactants, conditions, products, and yield Reactants: ClC=1C(=NC=CC1)N1N=C(C=C1C1=NC2=C(C(O1)=O)C=CC=C2C)C(F)(F)F (2-[1-(3-chloro-2-pyridinyl)-3-trifluoromethyl-1H-pyrazol-5-yl]-8-methyl-4H-3,1-benzoxazine-4-one), O.NN (hydrazine monohydrate), O1CCCC1 (tetrahydrofuran). Run in O (Water). Conditions: time 3 hour. The product is ClC=1C(=NC=CC1)N1N=C(C=C1C(=O)NC1=C(C=CC=C1C)C(=O)NN)C(F)(F)F (1-(3-chloro-2-pyridinyl)-N-[2-(hydrazinocarbonyl)-6-methylphenyl]-3-trifluoromethyl-1H-pyrazole-5-carboxamide). Reaction SMILES: [Cl:1][C:2]1[C:3]([N:8]2[C:12]([C:13]3[O:18][C:17](=[O:19])[C:16]4[CH:20]=[CH:21][CH:22]=[C:23]([CH3:24])[C:15]=4[N:14]=3)=[CH:11][C:10]([C:25]([F:28])([F:27])[F:26])=[N:9]2)=[N:4][CH:5]=[CH:6][CH:7]=1.O.[NH2:30][NH2:31].O1CCCC1>O>[Cl:1][C:2]1[C:3]([N:8]2[C:12]([C:13]([NH:14][C:15]3[C:23]([CH3:24])=[CH:22][CH:21]=[CH:20][C:16]=3[C:17]([NH:30][NH2:31])=[O:19])=[O:18])=[CH:11][C:10]([C:25]([F:26])([F:27])[F:28])=[N:9]2)=[N:4][CH:5]=[CH:6][CH:7]=1 |f:1.2|. Procedure: A mixture of 0.40 g of 2-[1-(3-chloro-2-pyridinyl)-3-trifluoromethyl-1H-pyrazol-5-yl]-8-methyl-4H-3,1-benzoxazine-4-one, 0.09 ml of hydrazine monohydrate and 20 ml of tetrahydrofuran was stirred at room temperature for 3 hours. Water was poured into the reaction mixture, and the mixture was extracted with ethyl acetate three times. The organic layers were combined, washed with an aqueous saturated sodium chloride solution, dried over anhydrous magnesium sulfate, and concentrated under reduced pr... Reactants: C1(=CC=CC=C1)C=1C(=NNC1)C(=O)O (4-phenyl-1H-pyrazole-3-carboxylic acid), NC1=CC=CC=C1 (aniline), CCN=C=NCCCN(C)C (EDAC), C=1C=CC2=C(C1)N=NN2O (HOBt). Solvent: CN(C)C=O (DMF). Product: C1(=CC=CC=C1)NC(=O)C1=NNC=C1C1=CC=CC=C1 (4-phenyl-1H-pyrazole-3-carboxylic acid phenylamide). The yield is 28.5%. RXN SMILES: [C:1]1([C:7]2[C:8]([C:12]([OH:14])=O)=[N:9][NH:10][CH:11]=2)[CH:6]=[CH:5][CH:4]=[CH:3][CH:2]=1.[NH2:15][C:16]1[CH:21]=[CH:20][CH:19]=[CH:18][CH:17]=1.CCN=C=NCCCN(C)C.C1C=CC2N(O)N=NC=2C=1>CN(C=O)C>[C:16]1([NH:15][C:12]([C:8]2[C:7]([C:1]3[CH:2]=[CH:3][CH:4]=[CH:5][CH:6]=3)=[CH:11][NH:10][N:9]=2)=[O:14])[CH:21]=[CH:20][CH:19]=[CH:18][CH:17]=1. Procedure details: A solution of 4-phenyl-1H-pyrazole-3-carboxylic acid (75 mg; 0.4 mmol) (prepared according to Example 228C), aniline (45 μl; 0.48 mmol), EDAC (92 mg; 0.48 mmol) and HOBt (65 mg; 0.48 mmol) in 5 ml of DMF was stirred at room temperature overnight. The reaction was evaporated then purified by flash column chromatography eluting with 1:3 then 1:2 ethyl acetate/hexane. Product containing fractions were combined and evaporated to give 30 mg of 4-phenyl-1H-pyrazole-3-carboxylic acid phenylamide as a w... Starting materials: C(C)(C)[N-]C(C)C.[Li+] (lithium diisopropylamide), CC1(N=COC(C1)C)C (5,6-dihydro-4,4,6-trimethyl-4H-1,3-oxazine), C(CC)#N (propionitrile). The solvent is C1CCOC1 (THF), C1CCOC1 (THF), C1CCOC1 (THF). The product is NC(=CC=1OC(CC(N1)(C)C)C)CC (2-Amino-1-(5,6-dihydro-4,4,6-trimethyl-4H-1,3-oxazin-2-yl)-1butene). The yield is 981.9%. Reaction SMILES: [CH:1]([N-:4][CH:5]([CH3:7])[CH3:6])([CH3:3])C.[Li+].CC1(C)[CH2:15][CH:14]([CH3:16])[O:13]C=N1.[C:18](#[N:21])[CH2:19][CH3:20]>C1COCC1>[NH2:21][C:18]([CH2:19][CH3:20])=[CH:3][C:1]1[O:13][CH:14]([CH3:15])[CH2:16][C:5]([CH3:6])([CH3:7])[N:4]=1 |f:0.1|. Procedure: To a solution of 11.0 mmoles of lithium diisopropylamide (11.1 g diisopropylamine; 50 mL of 2.4 M n-butyl lithium in n-hexane) in 100 mL THF, kept at 78° C. under a nitrogen atmosphere, was added a solution of 5,6-dihydro-4,4,6-trimethyl-4H-1,3-oxazine (14.1 g; 0.10 mole) in 100 mL THF. The reaction mixture was then allowed to stir at -78° for 2 additional hours at which time a solution of propionitrile (8.3 g; 0.15 mole) in 50 mL THF was added. The reaction mixture was allowed to warm to room t...